This data is from the Open Reaction Database (ORD), a public repository of structured organic reaction records. The task is: describe an organic reaction: reactants, conditions, products, and yield The reactants are C(C)(C)(C)OC(=O)NCC1=CC=C(C=C1)CO (4-[N-(tert-butoxycarbonyl)aminomethyl]-1-phenylmethanol), CS(=O)(=O)Cl (methanesulfonyl chloride), C(O)([O-])=O.[Na+] (sodium hydrogen carbonate), S(C)(=O)(=O)[O-] (mesylate), C1(=CC=CC=C1)C1CCNCC1 (4-phenylpiperidine). Run in C1CCOC1 (THF), C(C)N(CC)CC (triethylamine), O (water), C(C)O (ethanol), C(C)N(CC)CC (triethylamine). Conditions: time 1 hour. Product: C(C)(C)(C)OC(=O)NCC1=CC=C(CN2CCC(CC2)C2=CC=CC=C2)C=C1 (1-[4-[N-(tert-butoxycarbonyl)aminomethyl]benzyl]-4-phenylpiperidine). As a reaction SMILES: [C:1]([O:5][C:6]([NH:8][CH2:9][C:10]1[CH:15]=[CH:14][C:13]([CH2:16]O)=[CH:12][CH:11]=1)=[O:7])([CH3:4])([CH3:3])[CH3:2].CS(Cl)(=O)=O.C(=O)([O-])O.[Na+].S([O-])(=O)(=O)C.[C:33]1([CH:39]2[CH2:44][CH2:43][NH:42][CH2:41][CH2:40]2)[CH:38]=[CH:37][CH:36]=[CH:35][CH:34]=1>C1COCC1.C(O)C.O.C(N(CC)CC)C>[C:1]([O:5][C:6]([NH:8][CH2:9][C:10]1[CH:15]=[CH:14][C:13]([CH2:16][N:42]2[CH2:43][CH2:44][CH:39]([C:33]3[CH:38]=[CH:37][CH:36]=[CH:35][CH:34]=3)[CH2:40][CH2:41]2)=[CH:12][CH:11]=1)=[O:7])([CH3:4])([CH3:3])[CH3:2] |f:2.3|. Reported procedure: To a solution of 5.0 g (21.07 mM) of 4-[N-(tert-butoxycarbonyl)aminomethyl]-1-phenylmethanol and 5.9 ml (42.33 mM) of triethylamine in THF (42 ml) was added 2.5 ml (32.3 mM) of methanesulfonyl chloride at 0° C. and the mixture was stirred at the prevailing temperature for one hour. The reaction was then stopped by adding saturated aqueous solution of sodium hydrogen carbonate and the mixture was extracted with ethyl acetate. The organic layer was washed with water and saturated aqueous solution ... The reactants are C1C(CC2=CC=CC=C12)OC=1C=C(C=CC1OC)C1=NC(NC=C1)=O (4-[3-(Indan-2-yloxy)-4-Methoxyphenyl]-1,2-Dihydro-2-Pyrimidinone). Reagents/catalysts: [Ni] (Raney Nickel). Run in CO (methanol). The product is C1C(CC2=CC=CC=C12)OC=1C=C(C=CC1OC)C1NC(NCC1)=O (4-[3-(Indan-2-yloxy)-4-Methoxyphenyl]hexahydro-2-Pyrimidinone). Isolated yield 6.2%. As a reaction SMILES: [CH2:1]1[C:9]2[C:4](=[CH:5][CH:6]=[CH:7][CH:8]=2)[CH2:3][CH:2]1[O:10][C:11]1[CH:12]=[C:13]([C:19]2[CH:24]=[CH:23][NH:22][C:21](=[O:25])[N:20]=2)[CH:14]=[CH:15][C:16]=1[O:17][CH3:18]>CO.[Ni]>[CH2:1]1[C:9]2[C:4](=[CH:5][CH:6]=[CH:7][CH:8]=2)[CH2:3][CH:2]1[O:10][C:11]1[CH:12]=[C:13]([CH:19]2[CH2:24][CH2:23][NH:22][C:21](=[O:25])[NH:20]2)[CH:14]=[CH:15][C:16]=1[O:17][CH3:18]. Procedure details: The pyrimidinone of Example 67 (0.32 g, 0.96 mmol) is dissolved in 15 ml of methanol, treated with Raney Nickel and hydrogenated under 40 psi for 8 hours at room temperature. The mixture is filtered through Celite and the catalyst washed several times with methanol. The organics are concentrated in vacuo and the crude residue triturated from ether to provide 20 mg (58%) of the product as a crystalline solid. Product: ClC1=CC=C(C=C1)C1=NOC(=C1C=1N=CN(C1)C1=NC=C(C(=O)NCC(F)(F)F)C=C1)C(F)(F)F (6-{4-[3-(4-Chloro-phenyl)-5-trifluoromethyl-isoxazol-4-yl]-imidazol-1-yl}-N-(2,2,2-trifluoro-ethyl)-nicotinamide). Reaction SMILES: C[O:2][C:3](=O)[C:4]1[CH:9]=[CH:8][C:7]([N:10]2[CH:14]=[C:13]([C:15]3[C:16]([C:24]4[CH:29]=[CH:28][C:27]([Cl:30])=[CH:26][CH:25]=4)=[N:17][O:18][C:19]=3[C:20]([F:23])([F:22])[F:21])[N:12]=[CH:11]2)=[N:6][CH:5]=1.[F:32][C:33]([F:37])([F:36])[CH2:34][NH2:35]>>[Cl:30][C:27]1[CH:26]=[CH:25][C:24]([C:16]2[C:15]([C:13]3[N:12]=[CH:11][N:10]([C:7]4[CH:8]=[CH:9][C:4]([C:3]([NH:35][CH2:34][C:33]([F:37])([F:36])[F:32])=[O:2])=[CH:5][N:6]=4)[CH:14]=3)=[C:19]([C:20]([F:23])([F:21])[F:22])[O:18][N:17]=2)=[CH:29][CH:28]=1. The yield is 96.0%. Procedure: As described for Example 48b, 6-{4-[3-(4-chloro-phenyl)-5-trifluoromethyl-isoxazol-4-yl]-imidazol-1-yl}-nicotinic acid methyl ester (100 mg, 0.23 mmol), was converted, using 2,2,2-trifluoroethylamine instead of cyclopropanemethylamine, to the title compound (110 mg, 96%) which was obtained as a white solid. MS: m/e 516.2 [M+H]+. The reactants are COC(C1=CN=C(C=C1)N1C=NC(=C1)C=1C(=NOC1C(F)(F)F)C1=CC=C(C=C1)Cl)=O (6-{4-[3-(4-chloro-phenyl)-5-trifluoromethyl-isoxazol-4-yl]-imidazol-1-yl}-nicotinic acid methyl ester), FC(CN)(F)F (2,2,2-trifluoroethylamine). Starting materials: C(C)O (ethanol), N1(N=CC=C1)C1=CC=C(C=C1)CN1N=C(C(C2=CC=CC=C12)=S)C(=O)OCC (Ethyl 1-{[4-(1H-pyrazol-1-yl)phenyl]methyl}-4-thioxo-1,4-dihydrocinnoline-3-carboxylate), FC1=C(C=CC=C1)NN (2-Fluorophenylhydrazine), C([O-])([O-])=O.[K+].[K+] (potassium carbonate). The solvent is COCCOC (1,2-dimethoxyethane), C(Cl)(Cl)Cl (chloroform). Conditions: time 15 minute. Product: FC1=C(C=CC=C1)N1N=C2C(=NN(C=3C=CC=CC23)CC2=CC=C(C=C2)N2N=CC=C2)C1=O (2-(2-fluorophenyl)-5-{[4-(1H-pyrazol-1-yl)phenyl]methyl}-2,5-dihydro-3H-pyrazolo[4,3-c]cinnolin-3-one). Reaction SMILES: [N:1]1([C:6]2[CH:11]=[CH:10][C:9]([CH2:12][N:13]3[C:22]4[C:17](=[CH:18][CH:19]=[CH:20][CH:21]=4)[C:16](=S)[C:15]([C:24](OCC)=[O:25])=[N:14]3)=[CH:8][CH:7]=2)[CH:5]=[CH:4][CH:3]=[N:2]1.C(O)C.[F:32][C:33]1[CH:38]=[CH:37][CH:36]=[CH:35][C:34]=1[NH:39][NH2:40].C(=O)([O-])[O-].[K+].[K+]>COCCOC.C(Cl)(Cl)Cl>[F:32][C:33]1[CH:38]=[CH:37][CH:36]=[CH:35][C:34]=1[N:39]1[C:24](=[O:25])[C:15]2=[N:14][N:13]([CH2:12][C:9]3[CH:10]=[CH:11][C:6]([N:1]4[CH:5]=[CH:4][CH:3]=[N:2]4)=[CH:7][CH:8]=3)[C:22]3[CH:21]=[CH:20][CH:19]=[CH:18][C:17]=3[C:16]2=[N:40]1 |f:3.4.5|. Reported procedure: Ethyl 1-{[4-(1H-pyrazol-1-yl)phenyl]methyl}-4-thioxo-1,4-dihydrocinnoline-3-carboxylate (160 mg, 0.410 mmol) was dissolved in 1,2-dimethoxyethane (2 mL) and absolute ethanol (1 mL). 2-Fluorophenylhydrazine (114 mg, 0.902 mmol, 2.2 equiv) and potassium carbonate (170 mg, 1.23 mmol, 3.0 equiv) were added. The mixture was stirred vigorously for 15 minutes at ambient temperature and then placed into an oil bath preheated to 98° C. for 7 hours. The mixture was cooled ambient temperature, diluted with... Starting materials: CO, Cc1cnc(NC(=O)C(CC2CCC(=O)CC2)c2ccc(S(C)(=O)=O)c(Cl)c2)cn1, Cl, NO, Cc1cccc(C)n1. Product: Cc1cnc(NC(=O)C(CC2CCC(=NO)CC2)c2ccc(S(C)(=O)=O)c(Cl)c2)cn1. RXN SMILES: [CH3:34][OH:35].[Cl:4][c:5]1[cH:6][c:7]([CH:15]([C:16](=[O:17])[NH:18][c:19]2[n:20][cH:21][c:22]([CH3:25])[n:23][cH:24]2)[CH2:26][CH:27]2[CH2:28][CH2:29][C:30](=[O:33])[CH2:31][CH2:32]2)[cH:8][cH:9][c:10]1[S:11](=[O:12])(=[O:13])[CH3:14].[ClH:1].[NH2:2][OH:3].[n:36]1[c:37]([CH3:38])[cH:39][cH:40][cH:41][c:42]1[CH3:43]>>[N:2]([OH:3])=[C:30]1[CH2:29][CH2:28][CH:27]([CH2:26][CH:15]([c:7]2[cH:6][c:5]([Cl:4])[c:10]([S:11](=[O:12])(=[O:13])[CH3:14])[cH:9][cH:8]2)[C:16](=[O:17])[NH:18][c:19]2[n:20][cH:21][c:22]([CH3:25])[n:23][cH:24]2)[CH2:32][CH2:31]1. The reactants are ClC1=CC(=C(C=C1C=O)OC)OC (6-Chloroveratraldehyde), B(Br)(Br)Br (boron tribromide). Product: ClC1=CC(=C(C=C1C=O)O)O (6-chloroprotocatechualdehyde). As a reaction SMILES: [Cl:1][C:2]1[C:7]([CH:8]=[O:9])=[CH:6][C:5]([O:10]C)=[C:4]([O:12]C)[CH:3]=1.B(Br)(Br)Br>>[Cl:1][C:2]1[C:7]([CH:8]=[O:9])=[CH:6][C:5]([OH:10])=[C:4]([OH:12])[CH:3]=1. Procedure details: 6-Chloroveratraldehyde is treated with boron tribromide as described in Example 4 to give 6-chloroprotocatechualdehyde as a white solid, m.p. 217°-218°C. which is dibenzylated to give 6-chloro-3,4-dibenzyloxybenzaldehyde, m.p. 100°-102°C.